This data is from the Open Reaction Database (ORD), a public repository of structured organic reaction records. The task is: describe an organic reaction: reactants, conditions, products, and yield Starting materials: CC(C)(C)[O-].[Na+] (NaOtBu), BrC1=C2C(=C(C=3N(C4=CC=C(C=C4C13)F)C(=O)OC(C)(C)C)OC)N(C=1C=CC(=CC12)F)C(=O)OC(C)(C)C (di-tert-butyl 12-bromo-2,10-difluoro-6-methoxyindolo[2,3-b]carbazole-5,7-dicarboxylate), CN (MeNH2), C=1C=CC(=CC1)P(C=2C=CC=CC2)C3=CC=C4C=CC=CC4=C3C5=C6C=CC=CC6=CC=C5P(C=7C=CC=CC7)C=8C=CC=CC8 (BINAP). The reagents and catalysts are CC(=O)[O-].CC(=O)[O-].[Pd+2] (Pd(OAc)2). The product is FC=1C=C2C=3C(=C4C(=C(C3NC2=CC1)OC)NC=1C=CC(=CC14)F)NC (2,10-difluoro-6-methoxy-N-methyl-5,7-dihydroindolo[2,3-b]carbazol-12-amine). As a reaction SMILES: Br[C:2]1[C:14]2[C:13]3[C:8](=[CH:9][CH:10]=[C:11]([F:15])[CH:12]=3)[N:7](C(OC(C)(C)C)=O)[C:6]=2[C:5]([O:23][CH3:24])=[C:4]2[N:25](C(OC(C)(C)C)=O)[C:26]3[CH:27]=[CH:28][C:29]([F:32])=[CH:30][C:31]=3[C:3]=12.[CH3:40][NH2:41].C1C=CC(P(C2C(C3C(P(C4C=CC=CC=4)C4C=CC=CC=4)=CC=C4C=3C=CC=C4)=C3C(C=CC=C3)=CC=2)C2C=CC=CC=2)=CC=1.CC([O-])(C)C.[Na+]>CC([O-])=O.CC([O-])=O.[Pd+2]>[F:32][C:29]1[CH:30]=[C:31]2[C:26](=[CH:27][CH:28]=1)[NH:25][C:4]1[C:5]([O:23][CH3:24])=[C:6]3[NH:7][C:8]4[CH:9]=[CH:10][C:11]([F:15])=[CH:12][C:13]=4[C:14]3=[C:2]([NH:41][CH3:40])[C:3]2=1 |f:3.4,5.6.7|. Procedure details: The title compound was prepared in a manner analogous to Example 133. This compound was obtained by heating di-tert-butyl 12-bromo-2,10-difluoro-6-methoxyindolo[2,3-b]carbazole-5,7-dicarboxylate and MeNH2 in a bomb, in the presence of Pd(OAc)2, BINAP, and NaOtBu at 80° C. overnight. 1H NMR (400 MHz, DMSO-d6) δ ppm 11.17 (s, 2H), 8.06 (dd, J=10.2, 2.6 Hz, 2H), 7.39 (dd, J=8.8, 4.4 Hz, 2H), 7.14 (td, J=9.2, 2.4 Hz, 2H), 4.77 (q, J=5.6 Hz, 1H), 4.00 (s, 3H), 3.01 (d, J=5.6 Hz, 3H).